Dataset: the Open Reaction Database (ORD), a public repository of structured organic reaction records. Task: describe an organic reaction: reactants, conditions, products, and yield Starting materials: OCC1C(CC(C2C1OC(O2)(C)C)OCOC)=O (2-hydroxymethyl-3,4-(dimethylmethylenedioxy)-5-(methoxymethoxy)cyclohexanone), CS(=O)(=O)Cl (methanesulfonyl chloride), Cl (hydrochloric acid). Solvent: N1=CC=CC=C1 (Pyridine). Conditions: time 2 hour. The product is C=C1C(CC(C2C1OC(O2)(C)C)OCOC)=O (2-methylene-3,4-(dimethylmethylenedioxy)-5-(methoxymethoxy)cyclohexanone). Yield: 8.8%. RXN SMILES: O[CH2:2][CH:3]1[CH:8]2[O:9][C:10]([CH3:13])([CH3:12])[O:11][CH:7]2[CH:6]([O:14][CH2:15][O:16][CH3:17])[CH2:5][C:4]1=[O:18].CS(Cl)(=O)=O.Cl>N1C=CC=CC=1>[CH2:2]=[C:3]1[CH:8]2[O:9][C:10]([CH3:13])([CH3:12])[O:11][CH:7]2[CH:6]([O:14][CH2:15][O:16][CH3:17])[CH2:5][C:4]1=[O:18]. Reported procedure: Pyridine (0.5 ml) was added to 22 mg of 2-hydroxymethyl-3,4-(dimethylmethylenedioxy)-5-(methoxymethoxy)cyclohexanone, and 0.1 ml of methanesulfonyl chloride was then added at 0° C., followed by stirring the mixture for 2 hours. The reaction mixture was poured into cold dilute hydrochloric acid, and extracted with diethyl ether. The extract was washed with a saturated sodium hydrogen carbonate aqueous solution and then with a saturated sodium chloride aqueous solution, dried over anhydrous magnes... Starting materials: C(C1=CC=CC=C1)C(C(C=CC1=CC(=C(C=C1)O)OC)=O)C(C=CC1=CC(=C(C=C1)O)OC)=O (4-Benzyl-1,7-bis(4-hydroxy-3-methoxyphenyl)-1,6-heptadiene-3,5-dione). Reagents/catalysts: [Pd] (palladium on activated carbon). Run in C(C)(=O)OCC (ethyl acetate). The product is C(C1=CC=CC=C1)C(C(CCC1=CC(=C(C=C1)O)OC)=O)C(CCC1=CC(=C(C=C1)O)OC)=O (4-Benzyl-1,7-bis(4-hydroxy-3-methoxyphenyl)heptane-3,5-dione). Yield: 51.9%. RXN SMILES: [CH2:1]([CH:8]([C:22](=[O:34])[CH:23]=[CH:24][C:25]1[CH:30]=[CH:29][C:28]([OH:31])=[C:27]([O:32][CH3:33])[CH:26]=1)[C:9](=[O:21])[CH:10]=[CH:11][C:12]1[CH:17]=[CH:16][C:15]([OH:18])=[C:14]([O:19][CH3:20])[CH:13]=1)[C:2]1[CH:7]=[CH:6][CH:5]=[CH:4][CH:3]=1>[Pd].C(OCC)(=O)C>[CH2:1]([CH:8]([C:9](=[O:21])[CH2:10][CH2:11][C:12]1[CH:17]=[CH:16][C:15]([OH:18])=[C:14]([O:19][CH3:20])[CH:13]=1)[C:22](=[O:34])[CH2:23][CH2:24][C:25]1[CH:30]=[CH:29][C:28]([OH:31])=[C:27]([O:32][CH3:33])[CH:26]=1)[C:2]1[CH:7]=[CH:6][CH:5]=[CH:4][CH:3]=1. Procedure: 4-Benzyl-1,7-bis(4-hydroxy-3-methoxyphenyl)-1,6-heptadiene-3,5-dione (9a, 0.25 g, 0.5 mmol) and palladium on activated carbon (0.20 g, 10%) were combined in ethyl acetate (45 ml). The mixture was placed under a hydrogen atmosphere (60 psi) on a Parr apparatus for 2 hr at room temperature. The resulting mixture was filtered through celite and the filtrate was washed with saturated sodium chloride, dried over magnesium sulfate, filtered and evaporated to afford an oil. The crude oil was twice chro... The reactants are C1C(CCCCCCCCC)O1 (1-undecene oxide), C(CCCCN)N (1,5-pentanediamine). Yields the product C(CCCCNCC(CCCCCCCCC)O)NCC(CCCCCCCCC)O (N,N'-(1,5-pentylene)-bis[2-hydroxyundecylamine]). As a reaction SMILES: [CH2:1]1[O:12][CH:2]1[CH2:3][CH2:4][CH2:5][CH2:6][CH2:7][CH2:8][CH2:9][CH2:10][CH3:11].[CH2:13]([NH2:19])[CH2:14][CH2:15][CH2:16][CH2:17][NH2:18]>>[CH2:13]([NH:19][CH2:1][CH:2]([OH:12])[CH2:3][CH2:4][CH2:5][CH2:6][CH2:7][CH2:8][CH2:9][CH2:10][CH3:11])[CH2:14][CH2:15][CH2:16][CH2:17][NH:18][CH2:1][CH:2]([OH:12])[CH2:3][CH2:4][CH2:5][CH2:6][CH2:7][CH2:8][CH2:9][CH2:10][CH3:11]. Procedure details: Condensation of 1-undecene oxide and 1,5-pentanediamine affords N,N'-(1,5-pentylene)-bis[2-hydroxyundecylamine] (I: R = CH3 (CH2)8, R' = H, X = (CH2)5, Z = H). The reactants are CNC(=O)OCCCC\C=C/C[C@H]1C(C[C@H]([C@@H]1\C=C\[C@H](CCCCC)OC1OCCCC1)OC1OCCCC1)=O ((5Z,13E)-(8R,11R,12R,15S)-1-(N-methylcarbamoyloxy)-11,15-bis(tetrahydropyran-2-yloxy)-5,13-prostadien-9-one). Run in C(C)(=O)O.O.O1CCCC1 (acetic acid water tetrahydrofuran). Product: CNC(=O)OCCCC\C=C/C[C@H]1C(C[C@H]([C@@H]1\C=C\[C@H](CCCCC)O)O)=O ((5Z,13E)-(8R,11R,12R,15S)-1-(N-methylcarbamoyloxy)-11,15-dihydroxy-5,13-prostadien-9-one). RXN SMILES: [CH3:1][NH:2][C:3]([O:5][CH2:6][CH2:7][CH2:8][CH2:9]/[CH:10]=[CH:11]\[CH2:12][C@@H:13]1[C@@H:17](/[CH:18]=[CH:19]/[C@@H:20]([O:26]C2CCCCO2)[CH2:21][CH2:22][CH2:23][CH2:24][CH3:25])[C@H:16]([O:33]C2CCCCO2)[CH2:15][C:14]1=[O:40])=[O:4]>C(O)(=O)C.O.O1CCCC1>[CH3:1][NH:2][C:3]([O:5][CH2:6][CH2:7][CH2:8][CH2:9]/[CH:10]=[CH:11]\[CH2:12][C@@H:13]1[C@@H:17](/[CH:18]=[CH:19]/[C@@H:20]([OH:26])[CH2:21][CH2:22][CH2:23][CH2:24][CH3:25])[C@H:16]([OH:33])[CH2:15][C:14]1=[O:40])=[O:4] |f:1.2.3|. Procedure details: At 40°, 300 mg. of (5Z,13E)-(8R,11R,12R,15S)-1-(N-methylcarbamoyloxy)-11,15-bis(tetrahydropyran-2-yloxy)-5,13-prostadien-9-one was agitated with 9 ml. of a mixture of glacial acetic acid/water/tetrahydrofuran (65/35/10) for 6 hours. The mixture was then evaporated to dryness under vacuum. After purifying the residue by chromatography on silica gel (ether/ethyl acetate 7+3), 145 mg. of the title compound was obtained as a colorless oil. Product: ClC1=CC=C(C=C1)C=1C=C(C=NC1O[C@H](C(F)(F)F)C)N (5-(4-Chloro-phenyl)-6-((S)-2,2,2-trifluoro-1-methyl-ethoxy)-pyridin-3-ylamine). Reaction conditions: time 1 hour. Yield: 82.7%. Reactants: FC(C(=O)O)(F)F (Trifluoroacetic acid), ClC1=CC=C(C=C1)C=1C=C(C=NC1O[C@H](C(F)(F)F)C)NC(OC(C)(C)C)=O ((S)-tert-butyl 5-(4-chlorophenyl)-6-(1,1,1-trifluoropropan-2-yloxy)pyridin-3-ylcarbamate). RXN SMILES: FC(F)(F)C(O)=O.[Cl:8][C:9]1[CH:14]=[CH:13][C:12]([C:15]2[CH:16]=[C:17]([NH:28]C(=O)OC(C)(C)C)[CH:18]=[N:19][C:20]=2[O:21][C@@H:22]([CH3:27])[C:23]([F:26])([F:25])[F:24])=[CH:11][CH:10]=1>>[Cl:8][C:9]1[CH:10]=[CH:11][C:12]([C:15]2[CH:16]=[C:17]([NH2:28])[CH:18]=[N:19][C:20]=2[O:21][C@@H:22]([CH3:27])[C:23]([F:24])([F:25])[F:26])=[CH:13][CH:14]=1. Procedure: Trifluoroacetic acid (2.74 g, 1.85 ml, 24.0 mmol) was added to (S)-tert-butyl 5-(4-chlorophenyl)-6-(1,1,1-trifluoropropan-2-yloxy)pyridin-3-ylcarbamate (0.350 g, 840 μmol). The resulting yellow solution was stirred at RT for 1 h. The solvent was evaporated. The residue was partitioned between ethyl acetate and 1M Na2CO3 solution, the organic phase was dried with MgSO4 and concentrated in vacuo. The crude material was purified by flash chromatography (silica gel, 20 g, 5 to 50% EtOAc in heptane) ... Reactants: C(C)(C)(C)OC(=O)N[C@H](C(=O)NC=1C(=C(C(=O)OC)C=CC1)NC1CC1)C ((S)-methyl 3-(2-(tert-butoxycarbonylamino)propanamido)-2-(cyclopropylamino)benzoate), Cl (HCl). Run in CC(=O)O (HOAc), O1CCOCC1 (dioxane). Conditions: time 40 minute. Product: N[C@@H](C)C1=NC2=C(N1C1CC1)C(=CC=C2)C(=O)OC ((S)-Methyl 2-(1-aminoethyl)-1-cyclopropyl-1H-benzo[d]imidazole-7-carboxylate). As a reaction SMILES: C(OC([NH:8][C@@H:9]([CH3:27])[C:10]([NH:12][C:13]1[C:14]([NH:23][CH:24]2[CH2:26][CH2:25]2)=[C:15]([CH:20]=[CH:21][CH:22]=1)[C:16]([O:18][CH3:19])=[O:17])=O)=O)(C)(C)C.Cl>CC(O)=O.O1CCOCC1>[NH2:8][C@H:9]([C:10]1[N:23]([CH:24]2[CH2:26][CH2:25]2)[C:14]2[C:15]([C:16]([O:18][CH3:19])=[O:17])=[CH:20][CH:21]=[CH:22][C:13]=2[N:12]=1)[CH3:27]. Reported procedure: A stirred solution of (S)-methyl 3-(2-(tert-butoxycarbonylamino)propanamido)-2-(cyclopropylamino)benzoate (600 mg, 1.6 mmol) in HOAc (20 mL) was heated at 60° C. for 1.5 h, and cooled to rt. After concentration of the mixture in vacuo, the residue was subjected to 4M HCl in dioxane (10 mL), and stirred at rt for 40 min. The mixture was concentrated in vacuo, dissolved in water (5 mL) and basified with 1N NaOH to pH 9.5. The mixture was concentrated and MeOH-DCM (1:1) was added to the residue to ... Starting materials: Cc1cc(C)c(CNC(=O)c2cc(Br)nc3[nH]ncc23)c(=O)[nH]1, CC(C)(C)OC(=O)N1CCC(Br)CC1, ClCCl, [K+], [K+], O=C([O-])[O-], CN(C)C=O, O. Product: Cc1cc(C)c(CNC(=O)c2cc(Br)nc3c2cnn3C2CCN(C(=O)OC(C)(C)C)CC2)c(=O)[nH]1. As a reaction SMILES: [Br:1][c:2]1[cH:3][c:4]([C:11](=[O:12])[NH:13][CH2:14][c:15]2[c:16](=[O:23])[nH:17][c:18]([CH3:22])[cH:19][c:20]2[CH3:21])[c:5]2[c:6]([n:7]1)[nH:8][n:9][cH:10]2.[Br:30][CH:31]1[CH2:32][CH2:33][N:34]([C:37](=[O:38])[O:39][C:40]([CH3:41])([CH3:42])[CH3:43])[CH2:35][CH2:36]1.[Cl:50][CH2:51][Cl:52].[K+:24].[K+:25].[O-:26][C:27]([O-:28])=[O:29].[O:45]=[CH:46][N:47]([CH3:48])[CH3:49].[OH2:44]>>[Br:1][c:2]1[cH:3][c:4]([C:11](=[O:12])[NH:13][CH2:14][c:15]2[c:16](=[O:23])[nH:17][c:18]([CH3:22])[cH:19][c:20]2[CH3:21])[c:5]2[c:6]([n:7]1)[n:8]([CH:31]1[CH2:32][CH2:33][N:34]([C:37](=[O:38])[O:39][C:40]([CH3:41])([CH3:42])[CH3:43])[CH2:35][CH2:36]1)[n:9][cH:10]2.